This data is from the Open Reaction Database (ORD), a public repository of structured organic reaction records. The task is: describe an organic reaction: reactants, conditions, products, and yield Starting materials: [Si](C)(C)(C(C)(C)C)OCC(C)C=1C=C(C(=NC1)F)B(O)O (5-(1-(tert-butyldimethylsilyloxy)propan-2-yl)-2-fluoropyridin-3-ylboronic acid), ClC1=NC(=NC(=N1)C)N (4-chloro-6-methyl-1,3,5-triazin-2-amine), C(C)(=O)[O-].[K+] (potassium acetate). The reagents and catalysts are CC(C)(C)P(C1=CC=C(C=C1)N(C)C)C(C)(C)C.CC(C)(C)P(C1=CC=C(C=C1)N(C)C)C(C)(C)C.Cl[Pd]Cl (bis(di-tert-butyl(4-dimethylaminophenyl)phosphine)dichloropalladium(II)). Solvent: O1CCOCC1 (dioxane), O (water). Run at temperature 100 celsius, time 2 hour. Yields the product [Si](C)(C)(C(C)(C)C)OCC(C)C=1C=C(C(=NC1)F)C1=NC(=NC(=N1)C)N (4-(5-(1-(tert-butyldimethylsilyloxy)propan-2-yl)-2-fluoropyridin-3-yl)-6-methyl-1,3,5-triazin-2-amine). Yield: 51.5%. As a reaction SMILES: [Si:1]([O:8][CH2:9][CH:10]([C:12]1[CH:13]=[C:14](B(O)O)[C:15]([F:18])=[N:16][CH:17]=1)[CH3:11])([C:4]([CH3:7])([CH3:6])[CH3:5])([CH3:3])[CH3:2].Cl[C:23]1[N:28]=[C:27]([CH3:29])[N:26]=[C:25]([NH2:30])[N:24]=1.C([O-])(=O)C.[K+]>O1CCOCC1.O.CC(P(C(C)(C)C)C1C=CC(N(C)C)=CC=1)(C)C.CC(P(C(C)(C)C)C1C=CC(N(C)C)=CC=1)(C)C.Cl[Pd]Cl>[Si:1]([O:8][CH2:9][CH:10]([C:12]1[CH:13]=[C:14]([C:23]2[N:28]=[C:27]([CH3:29])[N:26]=[C:25]([NH2:30])[N:24]=2)[C:15]([F:18])=[N:16][CH:17]=1)[CH3:11])([C:4]([CH3:7])([CH3:6])[CH3:5])([CH3:3])[CH3:2] |f:2.3,6.7.8|. Procedure details: A yellow solution of 5-(1-(tert-butyldimethylsilyloxy)propan-2-yl)-2-fluoropyridin-3-ylboronic acid (1.79 g, 5.71 mmol), 4-chloro-6-methyl-1,3,5-triazin-2-amine (Example 9; 0.826 g, 5.71 mmol), bis(di-tert-butyl(4-dimethylaminophenyl)phosphine)dichloropalladium(II) (Aldrich, St. Louis, Mo.; 0.202 g, 0.286 mmol), and potassium acetate (1.682 g, 17.14 mmol) in a mixture of dioxane (50 mL) and water (12.50 mL) was stirred under argon at 100° C. for 2 h. The yellow reaction mixture was subsequently ... Reactants: C, CCCc1nc(C(OCOC)(C(F)(F)F)C(F)(F)F)ccc1OCc1ccccc1, CCO, [Pd]. Yields the product CCCc1nc(C(OCOC)(C(F)(F)F)C(F)(F)F)ccc1O. Reaction SMILES: [C:34].[CH2:1]([c:2]1[cH:3][cH:4][cH:5][cH:6][cH:7]1)[O:8][c:9]1[c:10]([CH2:28][CH2:29][CH3:30])[n:11][c:12]([C:15]([C:16]([F:17])([F:18])[F:19])([C:20]([F:21])([F:22])[F:23])[O:24][CH2:25][O:26][CH3:27])[cH:13][cH:14]1.[CH3:31][CH2:32][OH:33].[Pd:35]>>[OH:8][c:9]1[c:10]([CH2:28][CH2:29][CH3:30])[n:11][c:12]([C:15]([C:16]([F:17])([F:18])[F:19])([C:20]([F:21])([F:22])[F:23])[O:24][CH2:25][O:26][CH3:27])[cH:13][cH:14]1. The reactants are O1CCOCC1 (Dioxane), BrC1=CC(=C2C(=CN(C2=C1)CC)C(C(=O)N(C)C)=O)OC (2-(6-bromo-1-ethyl-4-methoxy-1H-indol-3-yl)-N,N-dimethyl-2-oxo acetamide), C1(=CC=CC=C1)B(O)O (phenylboronic acid), C([O-])([O-])=O.[K+].[K+] (potassium carbonate). Reagents/catalysts: C=1C=CC(=CC1)[P](C=2C=CC=CC2)(C=3C=CC=CC3)[Pd]([P](C=4C=CC=CC4)(C=5C=CC=CC5)C=6C=CC=CC6)([P](C=7C=CC=CC7)(C=8C=CC=CC8)C=9C=CC=CC9)[P](C=1C=CC=CC1)(C=1C=CC=CC1)C=1C=CC=CC1 (Pd(PPh3)4). Solvent: C(C)(=O)OCC (ethyl acetate). Run at temperature 100 celsius. Yields the product C(C)N1C=C(C2=C(C=C(C=C12)C1=CC=CC=C1)OC)C(C(=O)N(C)C)=O (2-(1-ethyl-4-methoxy-6-phenyl-1H-indol-3-yl)-N,N-dimethyl-2-oxoacetamide). The yield is 80.5%. RXN SMILES: Br[C:2]1[CH:10]=[C:9]2[C:5]([C:6]([C:13](=[O:19])[C:14]([N:16]([CH3:18])[CH3:17])=[O:15])=[CH:7][N:8]2[CH2:11][CH3:12])=[C:4]([O:20][CH3:21])[CH:3]=1.[C:22]1(B(O)O)[CH:27]=[CH:26][CH:25]=[CH:24][CH:23]=1.C(=O)([O-])[O-].[K+].[K+].O1CCOCC1>C(OCC)(=O)C.C1C=CC([P]([Pd]([P](C2C=CC=CC=2)(C2C=CC=CC=2)C2C=CC=CC=2)([P](C2C=CC=CC=2)(C2C=CC=CC=2)C2C=CC=CC=2)[P](C2C=CC=CC=2)(C2C=CC=CC=2)C2C=CC=CC=2)(C2C=CC=CC=2)C2C=CC=CC=2)=CC=1>[CH2:11]([N:8]1[C:9]2[C:5](=[C:4]([O:20][CH3:21])[CH:3]=[C:2]([C:22]3[CH:27]=[CH:26][CH:25]=[CH:24][CH:23]=3)[CH:10]=2)[C:6]([C:13](=[O:19])[C:14]([N:16]([CH3:18])[CH3:17])=[O:15])=[CH:7]1)[CH3:12] |f:2.3.4,^1:52,54,73,92|. Procedure: To a sealable vessel was added 36-3 (100 mg, 0.28 mmol), phenylboronic acid (1042 mg, 0.86 mmol), Pd(PPh3)4 (66 mg, 10 mol %), and potassium carbonate (117 mg, 0.85 mmol). Dioxane (1.5 mL) was added and the reaction heated at 100° C. two days. The reaction mixture was diluted with ethyl acetate, filtered through celite and concentrated. The resulting residue was purified on silica gel column chromatography eluting with hexanes/ethylacetate (50-100%) to afford 79 mg of 36-4. LCMS: calc 350.2 and ... Procedure details: Next, 150 mg of the N-cyano-N′-(5-chlorouracil-6-ylmethyl)-S-methylisothiourea were suspended in ethanol (3 ml), followed by the addition of 2 ml of a 30% solution of methylamine in ethanol. The resulting mixture was heated at 50° C. for 3.5 hours under stirring. After an insoluble matter was filtered off, the filtrate was allowed to cool back to room temperature. A precipitate from the filtrate was collected by filtration, whereby 12 mg of the title compound were obtained (yield: 9%). Solvent: C(C)O (ethanol), C(C)O (ethanol). Isolated yield 9.0%. Reactants: solution, CN (methylamine), C(#N)NC(SC)=NCC1=C(C(NC(N1)=O)=O)Cl (N-cyano-N′-(5-chlorouracil-6-ylmethyl)-S-methylisothiourea). Reaction SMILES: [C:1]([NH:3][C:4](=[N:7][CH2:8][C:9]1[NH:14][C:13](=[O:15])[NH:12][C:11](=[O:16])[C:10]=1[Cl:17])SC)#[N:2].[CH3:18][NH2:19]>C(O)C>[C:1]([NH:3][C:4]([NH:19][CH3:18])=[N:7][CH2:8][C:9]1[NH:14][C:13](=[O:15])[NH:12][C:11](=[O:16])[C:10]=1[Cl:17])#[N:2]. Reaction conditions: temperature 50 celsius. Yields the product C(#N)NC(=NCC1=C(C(NC(N1)=O)=O)Cl)NC (N-cyano-N′-methyl-N″-(5-chlorouracil-6-ylmethyl)guanidine). Starting materials: C([O-])([O-])=O.[Cs+].[Cs+] (cesium carbonate), IC1=CC=NC2=CC(=CC=C12)OC (4-iodo-7-methoxyquinoline), C(C1=CC=CC=C1)C1=C(C(=NC=C1)F)CCO (2-(4-benzyl-2-fluoropyridin-3-yl)ethanol), C(C)(C)(C)P(C1=C(C2=CC=CC=C2C=C1)C1=CC=CC2=CC=CC=C12)C(C)(C)C (racemic-2-(di-t-butylphosphino)-1,1′-binaphthyl). Reagents/catalysts: C(C)(=O)[O-].[Pd+2].C(C)(=O)[O-] (palladium(II) acetate). The solvent is C1(=CC=CC=C1)C (toluene), O (water). Conditions: temperature 70 celsius, time 20 minute. Product: C(C1=CC=CC=C1)C1=C(C(=NC=C1)F)CCOC1=CC=NC2=CC(=CC=C12)OC (4-(2-(4-benzyl-2-fluoropyridin-3-yl)ethoxy)-7-methoxyquinoline). As a reaction SMILES: C(P(C(C)(C)C)C1C=CC2C(=CC=CC=2)C=1C1C2C(=CC=CC=2)C=CC=1)(C)(C)C.C(=O)([O-])[O-].[Cs+].[Cs+].I[C:37]1[C:46]2[C:41](=[CH:42][C:43]([O:47][CH3:48])=[CH:44][CH:45]=2)[N:40]=[CH:39][CH:38]=1.[CH2:49]([C:56]1[CH:61]=[CH:60][N:59]=[C:58]([F:62])[C:57]=1[CH2:63][CH2:64][OH:65])[C:50]1[CH:55]=[CH:54][CH:53]=[CH:52][CH:51]=1>C([O-])(=O)C.[Pd+2].C([O-])(=O)C.O.C1(C)C=CC=CC=1>[CH2:49]([C:56]1[CH:61]=[CH:60][N:59]=[C:58]([F:62])[C:57]=1[CH2:63][CH2:64][O:65][C:37]1[C:46]2[C:41](=[CH:42][C:43]([O:47][CH3:48])=[CH:44][CH:45]=2)[N:40]=[CH:39][CH:38]=1)[C:50]1[CH:51]=[CH:52][CH:53]=[CH:54][CH:55]=1 |f:1.2.3,6.7.8|. Procedure details: A 10 mL, Biotage microwave vessel was charged with racemic-2-(di-t-butylphosphino)-1,1′-binaphthyl (0.093 g, 0.23 mmol), palladium(II) acetate (0.048 g, 0.21 mmol), a stir bar, and 1 mL toluene. The flask was sealed and swept with Ar by piercing the septa with an Ar inlet and an 18-gauge needle. The solution was heated to 70° C. for 20 minutes. To the solution was added cesium carbonate (0.076 g, 0.23 mmol), 4-iodo-7-methoxyquinoline (0.067 g, 0.23 mmol), and 2-(4-benzyl-2-fluoropyridin-3-yl)eth... Starting materials: C([O-])(O)=O.[Na+] (sodium bicarbonate), I(=O)(=O)(=O)[O-].[Na+] (sodium periodate), [OH-].[Na+] (Sodium hydroxide), C(CCCC(C(CCCCCCO)O)O)CCCC(=O)O (aleuritic acid), [Na] (sodium). The solvent is ClCCl (dichloromethane), O (water), ClCCl (Dichloromethane), O (water). The product is OCCCCCCC=O (7-hydroxyheptanal). As a reaction SMILES: [OH-].[Na+].C(CCCC(O)=O)CCCC(O)[CH:8]([OH:16])[CH2:9][CH2:10][CH2:11][CH2:12][CH2:13][CH2:14][OH:15].[Na].I([O-])(=O)(=O)=O.[Na+].C(=O)(O)[O-].[Na+]>O.ClCCl>[OH:16][CH2:8][CH2:9][CH2:10][CH2:11][CH2:12][CH2:13][CH:14]=[O:15] |f:0.1,4.5,6.7,^1:23|. Reported procedure: Sodium hydroxide (13.2 g.) in water (660 ml.) was added to aleuritic acid (100 g.)and the suspension stirred at 0° to 10° C. To the resulting suspension of sodium aleuritate was added sodium periodate (80 g.) in water (800 ml.) over 1 hour, without allowing the temperature to rise above 15° C. Dichloromethane (200 ml.) was then added and the mixture stirred for a further 2.5 hours at 15° C. A further amount of dichloromethane (300 ml.) and saturated aqueous sodium bicarbonate (100 ml.) were adde... The reactants are C(C)(=O)OC1=CC=C(C=C1)C1=CC=C(C=C1)C(C)=O (4-acetoxy-4'-acetylbiphenyl), C(CC)(=O)O (propionic acid), C(C)(=O)OC(C)=O (acetic anhydride). Reagents/catalysts: C(C)(=O)[O-].[Co+2].C(C)(=O)[O-] (cobalt(II) acetate), C(C)(=O)[O-].[Mn+2].C(C)(=O)[O-] (manganese(II) acetate). Run at temperature 110 celsius, time 15 minute. Yields the product C(C)(=O)OC1=C(C(=CC=C1)C1=CC=CC=C1)C(=O)O (acetoxybiphenylcarboxylic acid). Isolated yield 84.0%. RXN SMILES: C(O[C:5]1[CH:10]=[CH:9][C:8]([C:11]2[CH:16]=[CH:15][C:14](C(=O)C)=[CH:13][CH:12]=2)=[CH:7][CH:6]=1)(=O)C.C([O:23][C:24](=[O:26])[CH3:25])(=O)C.[C:27]([OH:31])(=[O:30])CC>C([O-])(=O)C.[Co+2].C([O-])(=O)C.C([O-])(=O)C.[Mn+2].C([O-])(=O)C>[C:24]([O:23][C:15]1[CH:14]=[CH:13][CH:12]=[C:11]([C:8]2[CH:7]=[CH:6][CH:5]=[CH:10][CH:9]=2)[C:16]=1[C:27]([OH:31])=[O:30])(=[O:26])[CH3:25] |f:3.4.5,6.7.8|. Procedure: 345 g of 4-acetoxy-4'-acetylbiphenyl were suspended in 2.6 l of propionic acid. 2.6 g of cobalt(II) acetate, 10.1 g of manganese(II) acetate and 375 g of acetic anhydride were added to this suspension, and the mixture was heated to 110° C. The mixture was stirred for 15 minutes at 110° C., after which it was gassed with air via a valve in the base. After gassing had been carried out for 90 minutes at 110° C., the reaction was complete; the reaction mixture was discharged through the valve in the...